Dataset: the Open Reaction Database (ORD), a public repository of structured organic reaction records. Task: describe an organic reaction: reactants, conditions, products, and yield Reactants: Cl.O=C1N(C=CC(=C1)CN1C=NC=C1CC1=CC=C(C#N)C=C1)C1=CC=CC=C1 (4-[3-(2-oxo-1-phenyl-1,2-dihydropyridin-4-ylmethyl)-3H-imidazol-4-ylmethyl]benzonitrile, hydrochloride), BrC1=NC(=CC=C1)OC (2-bromo-6-methoxypyridine), IC1=CC=CC=C1 (iodobenzene). Product: COC1=CC=CC(=N1)N1C(C=C(C=C1)CN1C=NC=C1CC1=CC=C(C#N)C=C1)=O (4-[3-(6'-Methoxy-2-oxo-2H-[1,2']bipyridinyl-4-ylmethyl)-3H-imidazol-4-ylmethyl]-benzonitrile). Reaction SMILES: Cl.[O:2]=[C:3]1[CH:8]=[C:7]([CH2:9][N:10]2[C:14]([CH2:15][C:16]3[CH:23]=[CH:22][C:19]([C:20]#[N:21])=[CH:18][CH:17]=3)=[CH:13][N:12]=[CH:11]2)[CH:6]=[CH:5][N:4]1C1C=CC=CC=1.Br[C:31]1[CH:36]=[CH:35][CH:34]=[C:33]([O:37][CH3:38])[N:32]=1.IC1C=CC=CC=1>>[CH3:38][O:37][C:33]1[N:32]=[C:31]([N:4]2[CH:5]=[CH:6][C:7]([CH2:9][N:10]3[C:14]([CH2:15][C:16]4[CH:17]=[CH:18][C:19]([C:20]#[N:21])=[CH:22][CH:23]=4)=[CH:13][N:12]=[CH:11]3)=[CH:8][C:3]2=[O:2])[CH:36]=[CH:35][CH:34]=1 |f:0.1|. Procedure details: 4-[3-(6'-Methoxy-2-oxo-2H-[1,2']bipyridinyl-4-ylmethyl)-3H-imidazol-4-ylmethyl]-benzonitrile was prepared in a manner substantially similar to the procedure described above for 4-[3-(2-oxo-1-phenyl-1,2-dihydropyridin-4-ylmethyl)-3H-imidazol-4-ylmethyl]benzonitrile, hydrochloride, but substituting 2-bromo-6-methoxypyridine for the iodobenzene in Step 3. As a reaction SMILES: [Cl:1][C:2]1[CH:7]=[CH:6][C:5]([C:8]2[C:17]3[C:12](=[CH:13][CH:14]=[CH:15][CH:16]=3)[C:11]([NH:18][C:19]3[CH:24]=[CH:23][C:22]([S:25][C:26]4[C:35]5[C:30](=[CH:31][C:32]([O:38][CH3:39])=[C:33]([O:36]C)[N:34]=5)[N:29]=[CH:28][CH:27]=4)=[CH:21][CH:20]=3)=[N:10][N:9]=2)=[CH:4][CH:3]=1.Br.CC(O)=O.[OH-].[Na+]>O>[Cl:1][C:2]1[CH:3]=[CH:4][C:5]([C:8]2[C:17]3[C:12](=[CH:13][CH:14]=[CH:15][CH:16]=3)[C:11]([NH:18][C:19]3[CH:20]=[CH:21][C:22]([S:25][C:26]4[CH:27]=[CH:28][N:29]=[C:30]5[C:35]=4[NH:34][C:33](=[O:36])[C:32]([O:38][CH3:39])=[CH:31]5)=[CH:23][CH:24]=3)=[N:10][N:9]=2)=[CH:6][CH:7]=1 |f:3.4|. The product is ClC1=CC=C(C=C1)C1=NN=C(C2=CC=CC=C12)NC1=CC=C(C=C1)SC=1C=CN=C2C=C(C(NC12)=O)OC (8-(4-(4-(4-chlorophenyl)phthalazin-1-ylamino)phenylthio)-3-methoxy-1,5-naphthyridin-2(1H)-one). Run at temperature 85 celsius. Procedure details: 4-(4-Chlorophenyl)-N-(4-(6,7-dimethoxy-1,5-naphthyridin-4-ylthio)phenyl)phthalazin-1-amine (40 mg, 72 μmol) was added to a pyrex reaction tube along with 2 mL of 1:1 HBr:AcOH. The tube was sealed and the mixture was heated at 85° C. for 1.5 h. Upon cooling the mixture was diluted with water and brought to basic pH by dropwise addition of 6N NaOH. The solids were filtered, washed with water, and dried. The crude material was purified by silica gel chromatography, 10-50% 90/10/1 DCM/MeOH/NH4OH in ... Reactants: [OH-].[Na+] (NaOH), ClC1=CC=C(C=C1)C1=NN=C(C2=CC=CC=C12)NC1=CC=C(C=C1)SC1=CC=NC2=CC(=C(N=C12)OC)OC (4-(4-Chlorophenyl)-N-(4-(6,7-dimethoxy-1,5-naphthyridin-4-ylthio)phenyl)phthalazin-1-amine), Br (HBr), CC(=O)O (AcOH). Run in O (water).